Dataset: the Open Reaction Database (ORD), a public repository of structured organic reaction records. Task: describe an organic reaction: reactants, conditions, products, and yield Starting materials: ClC=1C=CC(=C(C(=O)NC2CC2)C1)C (5-chloro-N-cyclopropyl-2-methylbenzamide), B (borane). Solvent: C1CCOC1 (THF). The product is ClC=1C=CC(=C(C1)CNC1CC1)C (N-[(5-Chloro-2-methylphenyl)methyl]cyclopropanamine). Reaction SMILES: [Cl:1][C:2]1[CH:3]=[CH:4][C:5]([CH3:14])=[C:6]([CH:13]=1)[C:7]([NH:9][CH:10]1[CH2:12][CH2:11]1)=O.B>C1COCC1>[Cl:1][C:2]1[CH:3]=[CH:4][C:5]([CH3:14])=[C:6]([CH2:7][NH:9][CH:10]2[CH2:11][CH2:12]2)[CH:13]=1. Procedure: At 0° C., a suspension of 5-chloro-N-cyclopropyl-2-methylbenzamide (1 eq.) from the previous step in THF (0.4 M) was added borane (1.0 M in THF, 3 eq.). The resulting suspension was warmed to RT over 1 h and then heated at reflux for 1 h. The now pale yellow solution was re-cooled to 0° C. and carefully quenched with 1 N aq. HCl. The resulting mixture was heated at reflux for 1 h to ensure complete breakdown of the amine-borane complex. Following careful neutralization with 1 N aq. NaOH, the aqu... Starting materials: CCOC(C)=O, O=C(O)C(CC1CCCC1)c1ccc([N+](=O)[O-])cc1, [H][H]. Product: Nc1ccc(C(CC2CCCC2)C(=O)O)cc1. Reaction SMILES: [CH3:22][CH2:23][O:24][C:25](=[O:26])[CH3:27].[CH:1]1([CH2:6][CH:7]([C:8](=[O:9])[OH:10])[c:11]2[cH:12][cH:13][c:14]([N+:17]([O-:18])=[O:19])[cH:15][cH:16]2)[CH2:2][CH2:3][CH2:4][CH2:5]1.[H:20][H:21]>>[CH:1]1([CH2:6][CH:7]([C:8](=[O:9])[OH:10])[c:11]2[cH:12][cH:13][c:14]([NH2:17])[cH:15][cH:16]2)[CH2:2][CH2:3][CH2:4][CH2:5]1.